Dataset: the Open Reaction Database (ORD), a public repository of structured organic reaction records. Task: describe an organic reaction: reactants, conditions, products, and yield Starting materials: [Al+3], ClB(Cl)Cl, ClCCl, CCO, [Cl-], [Cl-], [Cl-], Nc1ccc(Cl)cc1, ClCC(Cl)(Cl)Cl, Cl, N#Cc1ccccc1, [Na+], [OH-]. The product is Nc1ccc(Cl)cc1C(=O)c1ccccc1. As a reaction SMILES: [Al+3:14].[B:9]([Cl:10])([Cl:11])[Cl:12].[CH2:34]([Cl:35])[Cl:36].[CH3:37][CH2:38][OH:39].[Cl-:13].[Cl-:15].[Cl-:16].[Cl:1][c:2]1[cH:3][cH:4][c:5]([NH2:6])[cH:7][cH:8]1.[Cl:28][CH2:29][C:30]([Cl:31])([Cl:32])[Cl:33].[ClH:17].[N:20]#[C:21][c:22]1[cH:23][cH:24][cH:25][cH:26][cH:27]1.[Na+:19].[OH-:18]>>[Cl:1][c:2]1[cH:3][c:4]([C:21](=[O:18])[c:22]2[cH:23][cH:24][cH:25][cH:26][cH:27]2)[c:5]([NH2:6])[cH:7][cH:8]1. Reactants: CC(C)(C)OC(=O)C=Cc1ccn(S(=O)(=O)c2ccc(CBr)cc2)c1, C1COCCN1. Product: CC(C)(C)OC(=O)C=Cc1ccn(S(=O)(=O)c2ccc(CN3CCOCC3)cc2)c1. Reaction SMILES: [C:1]([CH3:2])([CH3:3])([CH3:4])[O:5][C:6]([CH:7]=[CH:8][c:9]1[cH:10][n:11]([S:14](=[O:15])(=[O:16])[c:17]2[cH:18][cH:19][c:20]([CH2:23][Br:24])[cH:21][cH:22]2)[cH:12][cH:13]1)=[O:25].[CH2:26]1[CH2:27][O:28][CH2:29][CH2:30][NH:31]1>>[C:1]([CH3:2])([CH3:3])([CH3:4])[O:5][C:6]([CH:7]=[CH:8][c:9]1[cH:10][n:11]([S:14](=[O:15])(=[O:16])[c:17]2[cH:18][cH:19][c:20]([CH2:23][N:31]3[CH2:26][CH2:27][O:28][CH2:29][CH2:30]3)[cH:21][cH:22]2)[cH:12][cH:13]1)=[O:25]. Starting materials: C[Si](C)(C)[N-][Si](C)(C)C.[Na+] (NaHMDS), C[C@@H]1N(C(O[C@@H]1C1=CC=CC=C1)=O)C(CCCC)=O ((4S,5R)-4-Methyl-3-pentanoyl-5-phenyl-oxazolidin-2-one), FC(S(=O)(=O)OCC)(F)F (ethyl trifluoromethanesulfonate). Solvent: C1CCOC1 (THF). Run at temperature -78 celsius, time 1 hour. The product is C(C)[C@H](C(=O)N1C(O[C@@H]([C@@H]1C)C1=CC=CC=C1)=O)CCC ((4S,5R)-3-((S)-2-Ethyl-pentanoyl)-4-methyl-5-phenyl-oxazolidin-2-one). Yield: 79.0%. As a reaction SMILES: [CH3:1][C@H:2]1[C@@H:6]([C:7]2[CH:12]=[CH:11][CH:10]=[CH:9][CH:8]=2)[O:5][C:4](=[O:13])[N:3]1[C:14](=[O:19])[CH2:15][CH2:16][CH2:17][CH3:18].C[Si]([N-][Si](C)(C)C)(C)C.[Na+].FC(F)(F)S(O[CH2:36][CH3:37])(=O)=O>C1COCC1>[CH2:36]([C@@H:15]([CH2:16][CH2:17][CH3:18])[C:14]([N:3]1[C@@H:2]([CH3:1])[C@@H:6]([C:7]2[CH:12]=[CH:11][CH:10]=[CH:9][CH:8]=2)[O:5][C:4]1=[O:13])=[O:19])[CH3:37] |f:1.2|. Reported procedure: To a −78° C. stirred solution of the (4S,5R)-4-Methyl-3-pentanoyl-5-phenyl-oxazolidin-2-one (9.20 g, 35.2 mmol) in dry THF (150 mL) was added NaHMDS (42.2 mL, 1.0 M in THF) dropwise. After 1 hour, ethyl trifluoromethanesulfonate (5.93 mL, 45.7 mmol) was added dropwise and the reaction was stirred at −78° C. for an additional 2 hours. The reaction was warmed to −30° C. for 30 minutes and quenched with sat. NH4Cl. The layers were separated and the aqueous layer was extracted with EtOAc (3×40 mL). ... Reactants: [Si](C1=CC=CC=C1)(C1=CC=CC=C1)(C(C)(C)C)OCC1=NC=C(C(=C1N1C[C@H](O[C@H](C1)C)C)Cl)F ((2R,6S)-4-(2-((tert-butyldiphenylsilyloxy)methyl)-4-chloro-5-fluoropyridin-3-yl)-2,6-dimethylmorpholine), [Si](C1=CC=CC=C1)(C1=CC=CC=C1)(C(C)(C)C)OCC1=NC=C(C(=C1N1C[C@H](O[C@H](C1)C)C)Cl)F ((2R,6S)-4-(2-((tert-butyldiphenylsilyloxy)methyl)-4-chloro-5-fluoropyridin-3-yl)-2,6-dimethylmorpholine), FC1=C(C#N)C=CC(=C1)C=O (2-fluoro-4-formylbenzonitrile). Product: [Si](C1=CC=CC=C1)(C1=CC=CC=C1)(C(C)(C)C)OCC1=C(C(=C(C(=N1)C(C1=CC(=C(C#N)C=C1)F)O)F)Cl)N1C[C@H](O[C@H](C1)C)C (4-((6-((tert-butyldiphenylsilyloxy)methyl)-4-chloro-5-((2R,6S)-2,6-dimethylmorpholino)-3-fluoropyridin-2-yl)(hydroxy)methyl)-2-fluorobenzonitrile). RXN SMILES: [Si:1]([O:18][CH2:19][C:20]1[C:25]([N:26]2[CH2:31][C@H:30]([CH3:32])[O:29][C@H:28]([CH3:33])[CH2:27]2)=[C:24]([Cl:34])[C:23]([F:35])=[CH:22][N:21]=1)([C:14]([CH3:17])([CH3:16])[CH3:15])([C:8]1[CH:13]=[CH:12][CH:11]=[CH:10][CH:9]=1)[C:2]1[CH:7]=[CH:6][CH:5]=[CH:4][CH:3]=1.[F:36][C:37]1[CH:44]=[C:43]([CH:45]=[O:46])[CH:42]=[CH:41][C:38]=1[C:39]#[N:40]>>[Si:1]([O:18][CH2:19][C:20]1[N:21]=[C:22]([CH:45]([OH:46])[C:43]2[CH:42]=[CH:41][C:38]([C:39]#[N:40])=[C:37]([F:36])[CH:44]=2)[C:23]([F:35])=[C:24]([Cl:34])[C:25]=1[N:26]1[CH2:31][C@H:30]([CH3:32])[O:29][C@H:28]([CH3:33])[CH2:27]1)([C:14]([CH3:17])([CH3:15])[CH3:16])([C:8]1[CH:13]=[CH:12][CH:11]=[CH:10][CH:9]=1)[C:2]1[CH:3]=[CH:4][CH:5]=[CH:6][CH:7]=1. Reported procedure: Starting materials: (2R,6S)-4-(2-((tert-butyldiphenylsilyloxy)methyl)-4-chloro-5-fluoropyridin-3-yl)-2,6-dimethylmorpholine (Intermediate 45) and 2-fluoro-4-formylbenzonitrile. The reactants are OOS(=O)[O-].[K+] (Oxone), O (H2O), C(#N)C1(CC1)NC([C@H](CSCC=1C=NC=CC1C(F)(F)F)N[C@H](C(F)(F)F)C1=CC=C(C=C1)F)=O (N-(1-cyanocyclopropyl)-2(R)-[2,2,2-trifluoro-1(S)-(4-fluorophenyl)ethylamino]-3-(4-trifluoromethyl-pyridin-3-ylmethylsulfanyl)-propionamide). The solvent is CO (CH3OH). Reaction conditions: time 3 hour. Product: C(#N)C1(CC1)NC([C@H](CS(=O)(=O)CC=1C=NC=CC1C(F)(F)F)N[C@H](C(F)(F)F)C1=CC=C(C=C1)F)=O (N-(1-cyanocyclopropyl)-3-(4-trifluoromethylpyridin-3-ylmethanesulfonyl)-2(R)-(2,2,2-trifluoro-1 (S)-4-fluorophenylethylamino)-propionamide). Reaction SMILES: [C:1]([C:3]1([NH:6][C:7](=[O:35])[C@@H:8]([NH:22][C@@H:23]([C:28]2[CH:33]=[CH:32][C:31]([F:34])=[CH:30][CH:29]=2)[C:24]([F:27])([F:26])[F:25])[CH2:9][S:10][CH2:11][C:12]2[CH:13]=[N:14][CH:15]=[CH:16][C:17]=2[C:18]([F:21])([F:20])[F:19])[CH2:5][CH2:4]1)#[N:2].[OH:36]OS([O-])=O.[K+].[OH2:42]>CO>[C:1]([C:3]1([NH:6][C:7](=[O:35])[C@@H:8]([NH:22][C@@H:23]([C:28]2[CH:33]=[CH:32][C:31]([F:34])=[CH:30][CH:29]=2)[C:24]([F:26])([F:27])[F:25])[CH2:9][S:10]([CH2:11][C:12]2[CH:13]=[N:14][CH:15]=[CH:16][C:17]=2[C:18]([F:20])([F:21])[F:19])(=[O:36])=[O:42])[CH2:5][CH2:4]1)#[N:2] |f:1.2|. Procedure details: N-(1-cyanocyclopropyl)-2(R)-[2,2,2-trifluoro-1(S)-(4-fluorophenyl)ethylamino]-3-(4-trifluoromethyl-pyridin-3-ylmethylsulfanyl)-propionamide was dissolved in CH3OH (10 mL) and an aqueous solution of Oxone® (3 g in 10 mL H2O, 10 mmol) was added. The reaction mixture was stirred at room temperature 3 h. Solvent was removed under the reduced pressure. The aqueous layer was extracted with ethyl acetate. The organic layer was washed with brine and dried with MgSO4. The solvent was removed under the re...